Dataset: the Open Reaction Database (ORD), a public repository of structured organic reaction records. Task: describe an organic reaction: reactants, conditions, products, and yield Yields the product ClC1=C(C=C2C(C(=CN(C2=C1)CC)C(=O)OCC)=O)F (7-chloro-1-ethyl-6-fluoro-1,4-dihydro-4-oxo-3-quinolinecarboxylic acid, ethyl ester). Starting materials: ClC1=C(C=C2C(=C(C=NC2=C1)C(=O)OCC)O)F (7-chloro-6-fluoro-4-hydroxy-3-quinolinecarboxylic acid, ethyl ester), C([O-])([O-])=O (carbonate), C(C)I (ethyl iodide). Procedure details: A 59.7 g portion of the above ester was suspended in 425 ml of dimethylformamide, 76.6 g of pctassium carbonate was added and this mixture was stirred in an oil bath at 80°-90° C. An 89 ml portion of ethyl iodide was added, the mixture was stirred at 80°-90° C. for 18 hours and then evaporated. The residue was dissolved in water and then extracted with dichloromethane. The extract was washed with water, dried, filtered through hydrous magnesium silicate and evaporated in vacuo. The solid was rec... Run in CN(C=O)C (dimethylformamide). As a reaction SMILES: [Cl:1][C:2]1[CH:11]=[C:10]2[C:5]([C:6]([OH:17])=[C:7]([C:12]([O:14][CH2:15][CH3:16])=[O:13])[CH:8]=[N:9]2)=[CH:4][C:3]=1[F:18].C(=O)([O-])[O-].[CH2:23](I)[CH3:24]>CN(C)C=O>[Cl:1][C:2]1[CH:11]=[C:10]2[C:5]([C:6](=[O:17])[C:7]([C:12]([O:14][CH2:15][CH3:16])=[O:13])=[CH:8][N:9]2[CH2:23][CH3:24])=[CH:4][C:3]=1[F:18]. Reactants: tan solid, [Cl-].[Al+3].[Cl-].[Cl-] (aluminum (III) chloride), ClC(C(=O)C=1NC=CC1)(Cl)Cl (2-trichloroacetyl-1H-pyrrole), NC1=NC(=CC(=N1)C)C (2-amino-4,6-dimethylpyrimidine), ClS(=O)(=O)N=C=O (chlorosulfonyl isocyanate), ( d ). The solvent is O (H2O), C(Cl)Cl (CH2Cl2), C[N+](=O)[O-] (CH3NO2), C[N+](=O)[O-] (CH3NO2). Reaction conditions: time 0.5 hour. Product: CC1=NC(=NC(=C1)C)NC(=O)NS(=O)(=O)C=1NC(=CC1)C(C(Cl)(Cl)Cl)=O (N-[(4,6-dimethylpyrimidin-2-yl)aminocarbonyl]-5-trichloroacetyl-1H-pyrrole-2-sulfonamide). As a reaction SMILES: [NH2:1][C:2]1[N:7]=[C:6]([CH3:8])[CH:5]=[C:4]([CH3:9])[N:3]=1.Cl[S:11]([N:14]=[C:15]=[O:16])(=[O:13])=[O:12].[Cl:17][C:18]([Cl:27])([Cl:26])[C:19]([C:21]1[NH:22][CH:23]=[CH:24][CH:25]=1)=[O:20].[Cl-].[Al+3].[Cl-].[Cl-]>C[N+]([O-])=O.C(Cl)Cl.O>[CH3:9][C:4]1[CH:5]=[C:6]([CH3:8])[N:7]=[C:2]([NH:1][C:15]([NH:14][S:11]([C:23]2[NH:22][C:21]([C:19](=[O:20])[C:18]([Cl:27])([Cl:26])[Cl:17])=[CH:25][CH:24]=2)(=[O:13])=[O:12])=[O:16])[N:3]=1 |f:3.4.5.6|. Reported procedure: To a stirred suspension of 2.59 g (0.021 mol) of 2-amino-4,6-dimethylpyrimidine in 60 ml dry CH3NO2 at -10° was added dropwise, via syringe, under nitrogen, 2.0 ml (0.023 mole) of chlorosulfonyl isocyanate at such a rate to maintain the temperature below 5°. The resulting clear solution was stirred 0.5 hour at -5°, then treated dropwise with a solution of 4.46 g (0.021 mole) of 2-trichloroacetyl-1H-pyrrole in 30 ml dry CH3NO2. Upon completion of the addition, 2.95 g (0.022 mole) of aluminum (III...